From a dataset of the Open Reaction Database (ORD), a public repository of structured organic reaction records. describe an organic reaction: reactants, conditions, products, and yield Reactants: COC(=O)c1ccc(Br)cc1Cl, O=C([O-])[O-], C1COCCO1, Cc1ccccc1, CCOC(C)=O, ClCCl, O=[N+]([O-])c1ccc(B(O)O)cc1, [Na+], [Na+], O. The product is COC(=O)c1ccc(-c2ccc([N+](=O)[O-])cc2)cc1Cl. Reaction SMILES: [Br:1][c:2]1[cH:3][c:4]([Cl:12])[c:5]([C:6](=[O:7])[O:8][CH3:9])[cH:10][cH:11]1.[C:25](=[O:26])([O-:27])[O-:28].[CH2:48]1[O:49][CH2:50][CH2:51][O:52][CH2:53]1.[CH3:34][c:35]1[cH:36][cH:37][cH:38][cH:39][cH:40]1.[CH3:41][CH2:42][O:43][C:44]([CH3:45])=[O:46].[Cl:31][CH2:32][Cl:33].[N+:13](=[O:14])([O-:15])[c:16]1[cH:17][cH:18][c:19]([B:22]([OH:23])[OH:24])[cH:20][cH:21]1.[Na+:29].[Na+:30].[OH2:47]>>[c:2]1(-[c:19]2[cH:18][cH:17][c:16]([N+:13](=[O:14])[O-:15])[cH:21][cH:20]2)[cH:3][c:4]([Cl:12])[c:5]([C:6](=[O:7])[O:8][CH3:9])[cH:10][cH:11]1.